From a dataset of the Open Reaction Database (ORD), a public repository of structured organic reaction records. describe an organic reaction: reactants, conditions, products, and yield Procedure: A solution of 1-(1,1-dimethylethyl) 4-ethyl 1,4-piperidinedicarboxylate (12.85 g, 50 mmol) in tetrahydrofuran (50 mL) was added slowly to a stirred, cooled (−78° C.) solution of potassium hexamethyldisilazide (14.96 g, 75 mmol) in tetrahydrofuran (75 mL), maintaining the internal temperature below −65° C. The mixture was stirred at −78° C. for 30 minutes, then 3-bromo-2-methylpropene (7.56 mL, 10.12 g, 75 mmol) was added dropwise over 5 minutes. The mixture was stirred at −78° C. for 1 hour, the... Run in O1CCCC1 (tetrahydrofuran), O (Water), O1CCCC1 (tetrahydrofuran). Run at temperature -78 celsius, time 30 minute. Isolated yield 99.4%. Starting materials: C[Si]([N-][Si](C)(C)C)(C)C.[K+] (potassium hexamethyldisilazide), [Cl-].[NH4+] (ammonium chloride), N1(CCC(CC1)C(=O)OCC)C(=O)OC(C)(C)C (1-(1,1-dimethylethyl) 4-ethyl 1,4-piperidinedicarboxylate), BrCC(=C)C (3-bromo-2-methylpropene). The product is CC(CC1(CCN(CC1)C(=O)OC(C)(C)C)C(=O)OCC)=C (1-(1,1-Dimethylethyl) 4-Ethyl 4-(2-Methyl-2-propenyl)-1,4-piperidinedicarboxylate). RXN SMILES: [N:1]1([C:12]([O:14][C:15]([CH3:18])([CH3:17])[CH3:16])=[O:13])[CH2:6][CH2:5][CH:4]([C:7]([O:9][CH2:10][CH3:11])=[O:8])[CH2:3][CH2:2]1.C[Si](C)(C)[N-][Si](C)(C)C.[K+].Br[CH2:30][C:31]([CH3:33])=[CH2:32].[Cl-].[NH4+]>O1CCCC1.O>[CH3:32][C:31](=[CH2:30])[CH2:33][C:4]1([C:7]([O:9][CH2:10][CH3:11])=[O:8])[CH2:3][CH2:2][N:1]([C:12]([O:14][C:15]([CH3:17])([CH3:16])[CH3:18])=[O:13])[CH2:6][CH2:5]1 |f:1.2,4.5|. Reactants: O=C1CCC(=O)N1Br, CCOC(C)=O, CC(Cl)Cl, CC1CN(C(=O)C(F)(F)F)CCc2ccc(Cl)cc21, O=S(=O)(O)C(F)(F)F. The product is CC1CN(C(=O)C(F)(F)F)CCc2ccc(Cl)c(Br)c21. As a reaction SMILES: [Br:20][N:21]1[C:22](=[O:23])[CH2:24][CH2:25][C:26]1=[O:27].[CH3:40][CH2:41][O:42][C:43](=[O:44])[CH3:45].[Cl:36][CH:37]([Cl:38])[CH3:39].[F:1][C:2]([C:3](=[O:4])[N:5]1[CH2:6][CH2:7][c:8]2[c:9]([cH:13][c:14]([Cl:17])[cH:15][cH:16]2)[CH:10]([CH3:12])[CH2:11]1)([F:18])[F:19].[F:28][C:29]([F:30])([F:31])[S:32]([OH:33])(=[O:34])=[O:35]>>[F:1][C:2]([C:3](=[O:4])[N:5]1[CH2:6][CH2:7][c:8]2[c:9]([c:13]([Br:20])[c:14]([Cl:17])[cH:15][cH:16]2)[CH:10]([CH3:12])[CH2:11]1)([F:18])[F:19]. RXN SMILES: ClC1C=CC=CC=1[NH:8][CH2:9][C:10]([OH:12])=[O:11].[Cl:13][C:14]1[CH:36]=[CH:35][CH:34]=[CH:33][C:15]=1[CH:16]([NH:19][CH:20]([C:27]1[CH:32]=[CH:31][CH:30]=[CH:29][CH:28]=1)[C:21]1[CH:26]=[CH:25][CH:24]=[CH:23][CH:22]=1)[C:17]#[N:18].[Cl:37][C:38]1[CH:45]=[C:44]([Cl:46])[CH:43]=[C:40]([CH:41]=[O:42])[C:39]=1[OH:47].[NH2:48][C@H:49]([C:54]([OH:56])=[O:55])[C:50]([CH3:53])([CH3:52])[CH3:51].[C:57]([O:61][C@H:62]([CH3:68])[C@@H:63]([C:65]([OH:67])=[O:66])[NH2:64])([CH3:60])([CH3:59])[CH3:58].NCC(O)=O.C[Si](C#N)(C)C>C1(C)C=CC=CC=1.CC(C)[O-].CC(C)[O-].CC(C)[O-].CC(C)[O-].[Ti+4].CCOCC>[Cl:37][C:38]1[CH:45]=[C:44]([Cl:46])[CH:43]=[C:40]([CH:41]=[O:42])[C:39]=1[OH:47].[NH2:48][C@H:49]([C:54]([OH:56])=[O:55])[C:50]([CH3:53])([CH3:52])[CH3:51].[C:57]([O:61][C@H:62]([CH3:68])[C@@H:63]([C:65]([OH:67])=[O:66])[NH2:64])([CH3:60])([CH3:58])[CH3:59].[CH3:14][O:12][C:10](=[O:11])[CH2:9][NH2:8].[Cl:13][C:14]1[CH:36]=[CH:35][CH:34]=[CH:33][C:15]=1[CH:16]([NH:19][CH:20]([C:27]1[CH:28]=[CH:29][CH:30]=[CH:31][CH:32]=1)[C:21]1[CH:26]=[CH:25][CH:24]=[CH:23][CH:22]=1)[C:17]#[N:18] |f:2.3.4.5,8.9.10.11.12,14.15.16.17|. Reagents/catalysts: CC([O-])C.CC([O-])C.CC([O-])C.CC([O-])C.[Ti+4] (titanium tetraisopropoxide). Procedure details: The following is an example of a solution phase catalyzed reaction to synthesize 2-chlorophenyl glycine. Screening of the above library determined that a preferred catalyst for the formation of N-(2-chloro-a-cyanobenzyl)benzhydrylamine was 3,5-Dichlorosalicylaldehyde-tert-Leucine-(O-tert-Butyl)Threonine-Glycine. 3,5-Dichlorosalicylaldehyde-tert-Leucine-(O-tert-Butyl)Threonine-Glycine methyl ester was synthesized using standard solid-phase synthesis techniques and was added (53.3 mg, 0.1 mmol) un... Yields the product ClC1=C(C(C=O)=CC(=C1)Cl)O.N[C@@H](C(C)(C)C)C(=O)O.C(C)(C)(C)O[C@@H]([C@H](N)C(=O)O)C.COC(CN)=O (3,5-Dichlorosalicylaldehyde tert-Leucine (O-tert-Butyl)Threonine Glycine methyl ester), ClC1=C(C(C#N)NC(C2=CC=CC=C2)C2=CC=CC=C2)C=CC=C1 (N-(2-chloro-a-cyanobenzyl)benzhydrylamine). Reaction conditions: time 15 minute. Reactants: C[Si](C)(C)C#N (Trimethylsilylcyanide), ClC1=C(C(C=O)=CC(=C1)Cl)O.N[C@@H](C(C)(C)C)C(=O)O.C(C)(C)(C)O[C@@H]([C@H](N)C(=O)O)C.NCC(=O)O (3,5-Dichlorosalicylaldehyde tert-Leucine (O-tert-Butyl)Threonine Glycine), ClC1=C(C=CC=C1)NCC(=O)O (2-chlorophenyl glycine), ClC1=C(C(C#N)NC(C2=CC=CC=C2)C2=CC=CC=C2)C=CC=C1 (N-(2-chloro-a-cyanobenzyl)benzhydrylamine), resultant mixture. Run in C1(=CC=CC=C1)C (toluene), CCOCC (ether), hexanes. Reactants: C=C(C)C(=O)Nc1ccc(C#N)c(C(F)(F)F)c1, O=C(OO)c1cccc(Cl)c1, ClCCl. Product: CC1(C(=O)Nc2ccc(C#N)c(C(F)(F)F)c2)CO1. Reaction SMILES: [C:1](#[N:2])[c:3]1[c:4]([C:15]([F:16])([F:17])[F:18])[cH:5][c:6]([NH:9][C:10]([C:11](=[CH2:12])[CH3:13])=[O:14])[cH:7][cH:8]1.[Cl:19][c:20]1[cH:21][cH:22][cH:23][c:24]([C:25]([O:26][OH:28])=[O:27])[cH:29]1.[Cl:30][CH2:31][Cl:32]>>[C:1](#[N:2])[c:3]1[c:4]([C:15]([F:16])([F:17])[F:18])[cH:5][c:6]([NH:9][C:10]([C:11]2([CH3:13])[CH2:12][O:27]2)=[O:14])[cH:7][cH:8]1. Product: COC(=O)C=1C=2NC(C(NC2C=C(C1C)[N+](=O)[O-])=O)=O (6-Methyl-7-nitro-2,3-dioxo-1,2,3,4-tetrahydro-quinoxaline-5-carboxylic acid methyl ester). As a reaction SMILES: [CH3:1][C:2]1[CH:11]=[CH:10][C:9]2[NH:8][C:7](=[O:12])[C:6](=[O:13])[NH:5][C:4]=2[C:3]=1[C:14]([O:16][CH3:17])=[O:15].[N+:18]([O-])([O-:20])=[O:19].[K+]>OS(O)(=O)=O>[CH3:17][O:16][C:14]([C:3]1[C:4]2[NH:5][C:6](=[O:13])[C:7](=[O:12])[NH:8][C:9]=2[CH:10]=[C:11]([N+:18]([O-:20])=[O:19])[C:2]=1[CH3:1])=[O:15] |f:1.2|. Run in OS(=O)(=O)O (H2SO4). Conditions: time 23 hour. Procedure: To a solution of 6-methyl-2,3-dioxo-1,2,3,4-tetrahydro-quinoxaline-5-carboxylic acid, methyl ester (1.11 g, 4.74 mmol) in conc. H2SO4 (15 mL) at room temperature was added in one portion with vigorous stirring potassium nitrate (0.529 g, 5.23 mmol). The reaction mixture was stirred for 23 hours and poured over ice. The precipitated product was thoroughly washed with water upon collection to give 1.28 g (97%). Reactants: CC1=C(C=2NC(C(NC2C=C1)=O)=O)C(=O)OC (6-methyl-2,3-dioxo-1,2,3,4-tetrahydro-quinoxaline-5-carboxylic acid, methyl ester), [N+](=O)([O-])[O-].[K+] (potassium nitrate). Reactants: O=C=NCCCl, ClCCl, Cc1ccc(Oc2ccc(Nc3ncnc4cccc(OC(C)CN)c34)cc2C)cn1. Product: Cc1ccc(Oc2ccc(Nc3ncnc4cccc(OC(C)CNC(=O)NCCCl)c34)cc2C)cn1. Reaction SMILES: [Cl:1][CH2:2][CH2:3][N:4]=[C:5]=[O:6].[Cl:38][CH2:39][Cl:40].[NH2:7][CH2:8][CH:9]([O:10][c:11]1[c:12]2[c:13]([NH:21][c:22]3[cH:23][c:24]([CH3:36])[c:25]([O:28][c:29]4[cH:30][n:31][c:32]([CH3:35])[cH:33][cH:34]4)[cH:26][cH:27]3)[n:14][cH:15][n:16][c:17]2[cH:18][cH:19][cH:20]1)[CH3:37]>>[Cl:1][CH2:2][CH2:3][NH:4][C:5](=[O:6])[NH:7][CH2:8][CH:9]([O:10][c:11]1[c:12]2[c:13]([NH:21][c:22]3[cH:23][c:24]([CH3:36])[c:25]([O:28][c:29]4[cH:30][n:31][c:32]([CH3:35])[cH:33][cH:34]4)[cH:26][cH:27]3)[n:14][cH:15][n:16][c:17]2[cH:18][cH:19][cH:20]1)[CH3:37].